This data is from the Open Reaction Database (ORD), a public repository of structured organic reaction records. The task is: describe an organic reaction: reactants, conditions, products, and yield The reactants are C1(=CC=CC=C1)C(CCN1CCC(CC1)C1=CC=CC=C1)(C1=CC=CC=C1)C1=NN=NN1 (5-[1,1-diphenyl-3-(4-phenylpiperidino)propyl]-1H-tetrazole), C(C)(=O)OC(C)=O (acetic anhydride), N1=CC=CC=C1 (pyridine), C(C(=O)O)(=O)O (oxalic acid). Run in CCOCC (ether), CCOCC (ether), CO (methanol), CO (methanol). Yields the product C(C(=O)O)(=O)O.C1(=CC=CC=C1)C(CCN1CCC(CC1)C1=CC=CC=C1)(C1=CC=CC=C1)C1=NN=C(O1)C (5-[1,1-diphenyl-3-(4-phenylpiperidino)propyl]-2-methyl-1,3,4-oxadiazole oxalate). As a reaction SMILES: [C:1]1([C:7]([C:28]2NN=[N:30][N:29]=2)([C:22]2[CH:27]=[CH:26][CH:25]=[CH:24][CH:23]=2)[CH2:8][CH2:9][N:10]2[CH2:15][CH2:14][CH:13]([C:16]3[CH:21]=[CH:20][CH:19]=[CH:18][CH:17]=3)[CH2:12][CH2:11]2)[CH:6]=[CH:5][CH:4]=[CH:3][CH:2]=1.[C:33](OC(=O)C)(=[O:35])[CH3:34].N1C=CC=CC=1.[C:46]([OH:51])(=[O:50])[C:47]([OH:49])=[O:48]>CCOCC.CO>[C:46]([OH:51])(=[O:50])[C:47]([OH:49])=[O:48].[C:1]1([C:7]([C:28]2[O:35][C:33]([CH3:34])=[N:30][N:29]=2)([C:22]2[CH:27]=[CH:26][CH:25]=[CH:24][CH:23]=2)[CH2:8][CH2:9][N:10]2[CH2:11][CH2:12][CH:13]([C:16]3[CH:21]=[CH:20][CH:19]=[CH:18][CH:17]=3)[CH2:14][CH2:15]2)[CH:2]=[CH:3][CH:4]=[CH:5][CH:6]=1 |f:6.7|. Procedure details: 2.0 Parts of 5-[1,1-diphenyl-3-(4-phenylpiperidino)propyl]-1H-tetrazole hemimethanolate, 6.21 parts of acetic anhydride and 20 parts by volume of pyridine are heated together to reflux for 1 hour and 20 minutes. The mixture is then cooled and stripped in vacuum. The resulting residue is taken up in ether. The ether solution is washed with sodium hydroxide, dried over sodium sulfate and then stripped in vacuum to give a gum. 1.74 Parts of this gum dissolved in 6 parts by volume of methanol and 0.... Reactants: ClC1=NC(=NC=C1C(=O)Cl)SC (4-chloro-2-(methylthio)pyrimidine-5-carbonyl chloride), ClC1=C(C[Mg]Cl)C=CC=C1 ((2-Chlorobenzyl)magnesium chloride). Run at temperature -78 celsius. Product: ClC1=NC(=NC=C1C(CC1=C(C=CC=C1)Cl)=O)SC (1-(4-chloro-2-(methylthio)pyrimidin-5-yl)-2-(2-chlorophenyl)ethanone). As a reaction SMILES: [Cl:1][C:2]1[C:7]([C:8](Cl)=[O:9])=[CH:6][N:5]=[C:4]([S:11][CH3:12])[N:3]=1.[Cl:13][C:14]1[CH:22]=[CH:21][CH:20]=[CH:19][C:15]=1[CH2:16][Mg]Cl>>[Cl:1][C:2]1[C:7]([C:8](=[O:9])[CH2:16][C:15]2[CH:19]=[CH:20][CH:21]=[CH:22][C:14]=2[Cl:13])=[CH:6][N:5]=[C:4]([S:11][CH3:12])[N:3]=1. Procedure: An oven dried flask, equipped with stir bar and septa, was charged with 4-chloro-2-(methylthio)pyrimidine-5-carbonyl chloride (Aaron Chemistry, 1338 mg, 6 mmol). The flask was capped with septa, evacuated and backfilled with nitrogen (three times). The solid was dissolved in tetrahydrofuran (24.0 mL), cooled to −78° C. and kept under nitrogen. (2-Chlorobenzyl)magnesium chloride (14.40 mL, 7.20 mmol) was then slowly added. After the addition was completed, the dry ice/acetone bath was removed and... The reactants are C(C1=CC=CC=C1)=O (benzaldehyde), NCCCCN1C(=NC=2C(=NC=3C=CC=CC3C21)N)COC (1-(4-aminobutyl)-2-methoxymethyl-1H-imidazo[4,5-c]quinolin-4-amine), FC(C(=O)[O-])(F)F (trifluoroacetate), N1=CC(=CC=C1)C=O (pyridine 3-carboxaldehyde), NCCCCN1C(=NC=2C(=NC=3C=CC=CC3C21)N)COCC (1-(4-aminobutyl)-2-ethoxymethyl-1H-imidazo[4,5-c]quinolin-4-amine). Product: C(C1=CC=CC=C1)NCCCCN1C(=NC=2C(=NC=3C=CC=CC3C21)N)COCC (1-(4-Benzylaminobutyl)-2-ethoxymethyl-1H-imidazo[4,5-c]quinolin-4-amine). RXN SMILES: [CH:1](=O)[C:2]1[CH:7]=[CH:6][CH:5]=[CH:4][CH:3]=1.N1C=CC=C(C=O)C=1.[NH2:17][CH2:18][CH2:19][CH2:20][CH2:21][N:22]1[C:34]2[C:33]3[CH:32]=[CH:31][CH:30]=[CH:29][C:28]=3[N:27]=[C:26]([NH2:35])[C:25]=2[N:24]=[C:23]1[CH2:36][O:37][CH2:38][CH3:39].NCCCCN1C2C3C=CC=CC=3N=C(N)C=2N=C1COC.FC(F)(F)C([O-])=O>>[CH2:1]([NH:17][CH2:18][CH2:19][CH2:20][CH2:21][N:22]1[C:34]2[C:33]3[CH:32]=[CH:31][CH:30]=[CH:29][C:28]=3[N:27]=[C:26]([NH2:35])[C:25]=2[N:24]=[C:23]1[CH2:36][O:37][CH2:38][CH3:39])[C:2]1[CH:7]=[CH:6][CH:5]=[CH:4][CH:3]=1. Procedure: The compounds in the table below were prepared and purified according to the methods of Parts B and C of Examples 467-478 using 1-(4-benzylaminobutyl)-2-ethoxymethyl-1H-imidazo[4,5-c]quinolin-4-amine in lieu of 2-methoxymethyl-1-{4-[(pyridin-3-ylmethyl)amino]butyl}-1H-imidazo[4,5-c]quinolin-4-amine. 1-(4-Benzylaminobutyl)-2-ethoxymethyl-1H-imidazo[4,5-c]quinolin-4-amine was prepared according to the general method of Part A of Examples 467-478 using benzaldehyde in lieu of pyridine 3-carboxaldeh...